From a dataset of the Open Reaction Database (ORD), a public repository of structured organic reaction records. describe an organic reaction: reactants, conditions, products, and yield As a reaction SMILES: [C:14]([CH3:15])(=[O:16])[S:17][CH2:18][CH2:19][C:20](=[O:21])[Cl:22].[C:23](=[O:24])([O-:25])[O-:26].[Na+:27].[Na+:28].[s:1]1[c:2]([C:6]2=[N:7][NH:8][CH:9]([C:11](=[O:12])[OH:13])[CH2:10]2)[cH:3][cH:4][cH:5]1>>[s:1]1[c:2]([C:6]2=[N:7][N:8]([C:20]([CH2:19][CH2:18][S:17][C:14]([CH3:15])=[O:16])=[O:21])[CH:9]([C:11](=[O:12])[OH:13])[CH2:10]2)[cH:3][cH:4][cH:5]1. Reactants: CC(=O)SCCC(=O)Cl, O=C([O-])[O-], [Na+], [Na+], O=C(O)C1CC(c2cccs2)=NN1. The product is CC(=O)SCCC(=O)N1N=C(c2cccs2)CC1C(=O)O. Reactants: C(C1=CC=CC=C1)C1=CN=C2C(=C(C(NC2=C1)=O)C(=O)OCC)O (Ethyl 7-benzyl-4-hydroxy-2-oxo-1,2-dihydro-1,5-naphthyridine-3-carboxylate), C1(CC1)CN (cyclopropylmethyl amine). Yields the product C(C1=CC=CC=C1)C1=CN=C2C(=C(C(NC2=C1)=O)C(=O)NCC1CC1)O (7-Benzyl-N-(cyclopropylmethyl)-4-hydroxy-2-oxo-1,2-dihydro-1,5-naphthyridine-3-carboxamide). As a reaction SMILES: [CH2:1]([C:8]1[CH:17]=[C:16]2[C:11]([C:12]([OH:24])=[C:13]([C:19]([O:21]CC)=O)[C:14](=[O:18])[NH:15]2)=[N:10][CH:9]=1)[C:2]1[CH:7]=[CH:6][CH:5]=[CH:4][CH:3]=1.[CH:25]1([CH2:28][NH2:29])[CH2:27][CH2:26]1>>[CH2:1]([C:8]1[CH:17]=[C:16]2[C:11]([C:12]([OH:24])=[C:13]([C:19]([NH:29][CH2:28][CH:25]3[CH2:27][CH2:26]3)=[O:21])[C:14](=[O:18])[NH:15]2)=[N:10][CH:9]=1)[C:2]1[CH:3]=[CH:4][CH:5]=[CH:6][CH:7]=1. Procedure: Ethyl 7-benzyl-4-hydroxy-2-oxo-1,2-dihydro-1,5-naphthyridine-3-carboxylate was treated with cyclopropylmethyl amine in a manner similar to that described in Example 2. The product was obtained as a white solid: 1H NMR (d6-DMSO) δ 11.85 (1H, br), 10.85 (1H, br), 10.11 (1H, br),8.20 (1H, br m), 7.39-7.25 (6H, br m), 4.01 (2H, br s), 3.33-3.13 (2H, br m), 1.20-0.90 (1H, m), 0.44 (2H, m), 0.19 (2H, m); HRMS calcd for C20H19N3O3+H+: 350.1505. Found: 350.1517.